This data is from the Open Reaction Database (ORD), a public repository of structured organic reaction records. The task is: describe an organic reaction: reactants, conditions, products, and yield Starting materials: BrCCCBr, COC(=O)C(C)S(=O)(=O)c1ccccc1, C[Si](C)(C)[N-][Si](C)(C)C, [Li+], C1CCOC1. Product: COC(=O)C(C)(CCCBr)S(=O)(=O)c1ccccc1. RXN SMILES: [Br:26][CH2:27][CH2:28][CH2:29][Br:30].[CH3:11][O:12][C:13]([CH:14]([CH3:15])[S:16](=[O:17])(=[O:18])[c:19]1[cH:20][cH:21][cH:22][cH:23][cH:24]1)=[O:25].[CH3:1][Si:2]([N-:3][Si:4]([CH3:5])([CH3:6])[CH3:7])([CH3:8])[CH3:9].[Li+:10].[O:31]1[CH2:32][CH2:33][CH2:34][CH2:35]1>>[CH3:11][O:12][C:13]([C:14]([CH3:15])([S:16](=[O:17])(=[O:18])[c:19]1[cH:20][cH:21][cH:22][cH:23][cH:24]1)[CH2:29][CH2:28][CH2:27][Br:26])=[O:25]. The reactants are CI, CC(C)(C)C(=O)C(F)n1cncn1, [K], C1CCOC1, O. The product is CC(C)(C)C(=O)C(C)(F)n1cncn1. As a reaction SMILES: [CH3:15][I:16].[F:1][CH:2]([C:3]([C:4]([CH3:5])([CH3:6])[CH3:7])=[O:8])[n:9]1[n:10][cH:11][n:12][cH:13]1.[K:14].[O:18]1[CH2:19][CH2:20][CH2:21][CH2:22]1.[OH2:17]>>[F:1][C:2]([C:3]([C:4]([CH3:5])([CH3:6])[CH3:7])=[O:8])([n:9]1[n:10][cH:11][n:12][cH:13]1)[CH3:15]. The reactants are C(C)(=O)SCC(C(=O)O)CC1=CC=CC=C1 (2-acetylthiomethyl-3-phenyl propionic acid), S(=O)(Cl)Cl (thionyl chloride). Run in C1(=CC=CC=C1)C (toluene). Conditions: time 10 hour. Yields the product C(C)(=O)SCC(C(=O)Cl)CC1=CC=CC=C1 (2-Acetylthiomethyl-3-Phenylpropionyl Chloride). As a reaction SMILES: [C:1]([S:4][CH2:5][CH:6]([CH2:10][C:11]1[CH:16]=[CH:15][CH:14]=[CH:13][CH:12]=1)[C:7](O)=[O:8])(=[O:3])[CH3:2].S(Cl)([Cl:19])=O>C1(C)C=CC=CC=1>[C:1]([S:4][CH2:5][CH:6]([CH2:10][C:11]1[CH:16]=[CH:15][CH:14]=[CH:13][CH:12]=1)[C:7]([Cl:19])=[O:8])(=[O:3])[CH3:2]. Procedure: Dissolve 10 g (42 mmole) of 2-acetylthiomethyl-3-phenyl propionic acid and 10 g (84 mmole) of thionyl chloride in 50 ml of toluene. Stir for 10 hrs. under nitrogen and concentrate in vacuo. Dissolve the residue in 50 ml of toluene and again concentrate in vacuo. Repeat this step five times to obtain the product as a light brown oil. The reactants are C(C=C)C1=C(C=CC(=C1)OC1=C(C=CC=C1)Cl)O (2-allyl-4-(2-chlorophenoxy)phenol), [OH-].[K+] (potassium hydroxide). Run in CO (methanol). Yields the product C(=CC)C1=C(C=CC(=C1)OC1=C(C=CC=C1)Cl)O (2-(1-propenyl)-4-(2-chlorophenoxy)phenol). Yield: 100.0%. RXN SMILES: [CH2:1]([C:4]1[CH:9]=[C:8]([O:10][C:11]2[CH:16]=[CH:15][CH:14]=[CH:13][C:12]=2[Cl:17])[CH:7]=[CH:6][C:5]=1[OH:18])[CH:2]=[CH2:3].[OH-].[K+]>CO>[CH:1]([C:4]1[CH:9]=[C:8]([O:10][C:11]2[CH:16]=[CH:15][CH:14]=[CH:13][C:12]=2[Cl:17])[CH:7]=[CH:6][C:5]=1[OH:18])=[CH:2][CH3:3] |f:1.2|. Reported procedure: A mixture of 2-allyl-4-(2-chlorophenoxy)phenol (14.5 g) and potassium hydroxide (20 g) in methanol (70 ml) was treated in a similar manner to that of Example 4-(2) to give oily 2-(1-propenyl)-4-(2-chlorophenoxy)phenol (14.5 g). Starting materials: CCOC(=O)c1cc2cc(O)ccc2[nH]1, CN(C)c1ccncc1, Cc1ccccc1, CCOC(C)=O, COc1cc2nccc(Cl)c2cc1OC. Product: CCOC(=O)c1cc2cc(Oc3ccnc4cc(OC)c(OC)cc34)ccc2[nH]1. As a reaction SMILES: [CH2:16]([CH3:17])[O:18][C:19](=[O:20])[c:21]1[nH:22][c:23]2[cH:24][cH:25][c:26]([OH:30])[cH:27][c:28]2[cH:29]1.[CH3:31][N:32]([c:33]1[cH:34][cH:35][n:36][cH:37][cH:38]1)[CH3:39].[CH3:40][c:41]1[cH:42][cH:43][cH:44][cH:45][cH:46]1.[CH3:47][CH2:48][O:49][C:50]([CH3:51])=[O:52].[Cl:1][c:2]1[cH:3][cH:4][n:5][c:6]2[cH:7][c:8]([O:14][CH3:15])[c:9]([O:12][CH3:13])[cH:10][c:11]12>>[c:2]1([O:30][c:26]2[cH:25][cH:24][c:23]3[nH:22][c:21]([C:19]([O:18][CH2:16][CH3:17])=[O:20])[cH:29][c:28]3[cH:27]2)[cH:3][cH:4][n:5][c:6]2[cH:7][c:8]([O:14][CH3:15])[c:9]([O:12][CH3:13])[cH:10][c:11]12. Reactants: C1(=CC=CC=2C3=CC=CC=C3CCC12)CO (9,10-dihydrophenanthrene-1-methanol), N1=CC=CC=C1 (pyridine), ClC(=C[C@H]1C([C@H]1C(=O)Cl)(C)C)Cl (cis-3-(2,2-dichloroethenyl)-2,2-dimethylcyclopropanecarbonyl chloride). Solvent: C1=CC=CC=C1 (benzene), C1=CC=CC=C1 (benzene). Conditions: time 2.5 day. The product is ClC(=C[C@H]1C([C@H]1C(=O)OCC1=CC=CC=2C3=CC=CC=C3CCC12)(C)C)Cl ((9.10-dihydro-1-phenanthryl)methyl cis-3-(2,2-dichloroethenyl)-2,2-dimethylcyclopropanecarboxylate). RXN SMILES: [C:1]1([CH2:15][OH:16])[C:14]2[CH2:13][CH2:12][C:11]3[C:6](=[CH:7][CH:8]=[CH:9][CH:10]=3)[C:5]=2[CH:4]=[CH:3][CH:2]=1.N1C=CC=CC=1.[Cl:23][C:24]([Cl:34])=[CH:25][C@@H:26]1[C@H:28]([C:29](Cl)=[O:30])[C:27]1([CH3:33])[CH3:32]>C1C=CC=CC=1>[Cl:23][C:24]([Cl:34])=[CH:25][C@@H:26]1[C@H:28]([C:29]([O:16][CH2:15][C:1]2[C:14]3[CH2:13][CH2:12][C:11]4[C:6](=[CH:7][CH:8]=[CH:9][CH:10]=4)[C:5]=3[CH:4]=[CH:3][CH:2]=2)=[O:30])[C:27]1([CH3:32])[CH3:33]. Reported procedure: A mixture of 9,10-dihydrophenanthrene-1-methanol (0.5 gram, 0.0024 mole) and pyridine (1 gram, 0.013 mole) in benzene (25 ml) was added to a stirred solution of cis-3-(2,2-dichloroethenyl)-2,2-dimethylcyclopropanecarbonyl chloride (0.7 gram, 0.0031 mole) in benzene (25 ml). The mixture was stirred at room temperature for 2.5 days, then partitioned between water (80 ml) and diethyl ether (50 ml). The organic phase was separated and washed consecutively with water, 10% aqueous sodium carbonate and... Starting materials: CC(C)(C)OC(=O)NC1CCCC(NS(=O)(=O)c2cccc3cnccc23)C1, CO, Cl. The product is NC1CCCC(NS(=O)(=O)c2cccc3cnccc23)C1. As a reaction SMILES: [C:1]([O:2][C:3](=[O:4])[NH:8][CH:9]1[CH2:10][CH:11]([NH:15][S:16](=[O:17])(=[O:18])[c:19]2[c:20]3[cH:21][cH:22][n:23][cH:24][c:25]3[cH:26][cH:27][cH:28]2)[CH2:12][CH2:13][CH2:14]1)([CH3:5])([CH3:6])[CH3:7].[CH3:30][OH:31].[ClH:29]>>[NH2:8][CH:9]1[CH2:10][CH:11]([NH:15][S:16](=[O:17])(=[O:18])[c:19]2[c:20]3[cH:21][cH:22][n:23][cH:24][c:25]3[cH:26][cH:27][cH:28]2)[CH2:12][CH2:13][CH2:14]1. The reactants are CN(C)CCCNc1nccc2c(Br)cccc12, O=C([O-])[O-], C1COCCO1, CC1(C)OB(c2ccc3cc(NC(=O)c4ccsc4)ccc3c2)OC1(C)C, ClCCl, [K+], [K+], O. Yields the product CN(C)CCCNc1nccc2c(-c3ccc4cc(NC(=O)c5ccsc5)ccc4c3)cccc12. RXN SMILES: [Br:1][c:2]1[c:3]2[cH:4][cH:5][n:6][c:7]([NH:12][CH2:13][CH2:14][CH2:15][N:16]([CH3:17])[CH3:18])[c:8]2[cH:9][cH:10][cH:11]1.[C:46](=[O:47])([O-:48])[O-:49].[CH2:52]1[O:53][CH2:54][CH2:55][O:56][CH2:57]1.[CH3:19][C:20]1([CH3:21])[C:22]([CH3:23])([CH3:24])[O:25][B:26]([c:27]2[cH:28][c:29]3[cH:30][cH:31][c:32]([NH:37][C:38](=[O:39])[c:40]4[cH:41][s:42][cH:43][cH:44]4)[cH:33][c:34]3[cH:35][cH:36]2)[O:45]1.[Cl:58][CH2:59][Cl:60].[K+:50].[K+:51].[OH2:61]>>[c:2]1(-[c:27]2[cH:28][c:29]3[cH:30][cH:31][c:32]([NH:37][C:38](=[O:39])[c:40]4[cH:41][s:42][cH:43][cH:44]4)[cH:33][c:34]3[cH:35][cH:36]2)[c:3]2[cH:4][cH:5][n:6][c:7]([NH:12][CH2:13][CH2:14][CH2:15][N:16]([CH3:17])[CH3:18])[c:8]2[cH:9][cH:10][cH:11]1. The reactants are Cl.CC1CC(N(N1C1=CC=C(C=C1)C(=O)OC)CCCN1CCN(CC1)C1=NC=CC(=C1)C)=O (5-methyl-1-(4-methoxycarbonylphenyl)-2-{3-[4-(4-methyl-pyrid-2-yl)-piperazin-1-yl]-propyl}-pyrazolin-3-one hydrochloride), Cl (hydrochloric acid), CC1CC(NN1C1=CC=C(C=C1)C(=O)OC)=O (5-methyl-1-(4-methoxycarbonylphenyl) pyrazolin-3-one), [OH-].[K+] (potassium hydroxide). Solvent: C(C)O (ethanol). The product is Cl.Cl.CC1CC(N(N1C1=CC=C(C=C1)C(=O)O)CCCN1CCN(CC1)C1=NC=CC(=C1)C)=O (5-methyl-1-(4-carboxyphenyl)-2-{3-[4-(4-methyl-pyrid-2-yl)-piperazin-1-yl]-propyl}-pyrazolin-3-one dihydrochloride). The yield is 109.5%. Reaction SMILES: [ClH:1].[CH3:2][CH:3]1[N:7]([C:8]2[CH:13]=[CH:12][C:11]([C:14]([O:16]C)=[O:15])=[CH:10][CH:9]=2)[N:6]([CH2:18][CH2:19][CH2:20][N:21]2[CH2:26][CH2:25][N:24]([C:27]3[CH:32]=[C:31]([CH3:33])[CH:30]=[CH:29][N:28]=3)[CH2:23][CH2:22]2)[C:5](=[O:34])[CH2:4]1.CC1N(C2C=CC(C(OC)=O)=CC=2)NC(=O)C1.[OH-].[K+].Cl>C(O)C>[ClH:1].[ClH:1].[CH3:2][CH:3]1[N:7]([C:8]2[CH:13]=[CH:12][C:11]([C:14]([OH:16])=[O:15])=[CH:10][CH:9]=2)[N:6]([CH2:18][CH2:19][CH2:20][N:21]2[CH2:22][CH2:23][N:24]([C:27]3[CH:32]=[C:31]([CH3:33])[CH:30]=[CH:29][N:28]=3)[CH2:25][CH2:26]2)[C:5](=[O:34])[CH2:4]1 |f:0.1,3.4,7.8.9|. Procedure details: 11 g 5-methyl-1-(4-methoxycarbonylphenyl)-2-{3-[4-(4-methyl-pyrid-2-yl)-piperazin-1-yl]-propyl}-pyrazolin-3-one hydrochloride (see Example No. 48 infra, produced in an analogous manner to Example 2A and B starting from 5-methyl-1-(4-methoxycarbonylphenyl) pyrazolin-3-one) are dissolved in 100 ml 85% ethanol, and the solution is mixed with 5 g potassium hydroxide with stirring at ambient temperature. After completion of the reaction, the reaction mixture is neutralized by the addition of pure hyd...